Dataset: the Open Reaction Database (ORD), a public repository of structured organic reaction records. Task: describe an organic reaction: reactants, conditions, products, and yield Reactants: OCC(C(C(C)C)=O)(C)C (1-hydroxy-2,2,4-trimethylpentan-3-one), BrBr (bromine). The solvent is C(Cl)(Cl)Cl (chloroform), C(Cl)(Cl)Cl (chloroform). Run at time 8 hour. The product is BrC(C(C(CO)(C)C)=O)(C)C (4-Bromo-1-hydroxy-2,2,4-trimethylpentan-3-one). Reaction SMILES: [OH:1][CH2:2][C:3]([CH3:10])([CH3:9])[C:4](=[O:8])[CH:5]([CH3:7])[CH3:6].[Br:11]Br>C(Cl)(Cl)Cl>[Br:11][C:5]([CH3:7])([CH3:6])[C:4](=[O:8])[C:3]([CH3:10])([CH3:9])[CH2:2][OH:1]. Reported procedure: To a stirred, refluxing solution of 69 g. (0.48 mole) of 1-hydroxy-2,2,4-trimethylpentan-3-one in 500 ml. of chloroform was added dropwise a solution of 77 g. (0.48 mole) bromine in 100 ml. of chloroform. When the addition was completed the mixture was stirred at reflux for one hour, allowed to cool and stand overnight at room temperature. Evaporation of solvent at reduced pressure afforded 127 g. of product which was used in the next step without purification.